Task: describe an organic reaction: reactants, conditions, products, and yield. Dataset: the Open Reaction Database (ORD), a public repository of structured organic reaction records The reactants are CCOC(=O)CCCc1ccc(C#N)c(OC(C)(C)C)c1, CC#N, ClC(Cl)Cl, Cl. The product is CCOC(=O)CCCc1ccc(C#N)c(O)c1. Reaction SMILES: [C:1](#[N:2])[c:3]1[c:4]([O:17][C:18]([CH3:19])([CH3:20])[CH3:21])[cH:5][c:6]([CH2:9][CH2:10][CH2:11][C:12](=[O:13])[O:14][CH2:15][CH3:16])[cH:7][cH:8]1.[CH3:22][C:23]#[N:24].[Cl:26][CH:27]([Cl:28])[Cl:29].[ClH:25]>>[C:1](#[N:2])[c:3]1[c:4]([OH:17])[cH:5][c:6]([CH2:9][CH2:10][CH2:11][C:12](=[O:13])[O:14][CH2:15][CH3:16])[cH:7][cH:8]1. The reactants are CC(C#N)(C)C1=CSC=C1 (2-methyl-2-thiophen-3-yl-propionitrile), [Li] (lithium). Run in CCOCC (ether). Conditions: time 3 hour. Yields the product CC(CN)(C)C1=CSC=C1 (2-methyl-2-thiophen-3-yl-propylamine). Reaction SMILES: [CH3:1][C:2]([C:6]1[CH:10]=[CH:9][S:8][CH:7]=1)([CH3:5])[C:3]#[N:4].[Li]>CCOCC>[CH3:1][C:2]([C:6]1[CH:10]=[CH:9][S:8][CH:7]=1)([CH3:5])[CH2:3][NH2:4] |^1:10|. Procedure: To a solution of 2-methyl-2-thiophen-3-yl-propionitrile in anhydrous ether (200 mL) was added lithium aluminumhydride (5.7 g, 3 equiv) at 0° C. under nitrogen. Stirring was continued for 0.5 h at 20° C. and 3 h at reflux under nitrogen. After cooling, it was quenched with 10% aqueous Rochelle's salt (Yamada, F. et al. Heterocycles, 1998, 49:451-457) and the solid was removed with filtration and washed with ether. The combined filtrate was washed with water and dried over MgSO4. Evaporation of so... The reactants are CC(=O)O, CC1(C)OCC(C2CCc3cc(F)ccc3O2)O1, O. Yields the product OCC(O)C1CCc2cc(F)ccc2O1. RXN SMILES: [CH3:20][C:21](=[O:22])[OH:23].[F:1][c:2]1[cH:3][c:4]2[c:9]([cH:10][cH:11]1)[O:8][CH:7]([CH:12]1[O:13][C:14]([CH3:17])([CH3:18])[O:15][CH2:16]1)[CH2:6][CH2:5]2.[OH2:19]>>[F:1][c:2]1[cH:3][c:4]2[c:9]([cH:10][cH:11]1)[O:8][CH:7]([CH:12]([OH:13])[CH2:16][OH:15])[CH2:6][CH2:5]2. Reactants: C1(=CC=CC=C1)C(C1=CC=CC=C1)=NC(C(=O)OCC)(CC)CC (ethyl 2-[(diphenylmethylene)amino]-2-ethylbutanoate), Cl (HCl). Run in C(C)OCC (diethyl ether), C(=O)(O)[O-].[Na+] (NaHCO3). Conditions: time 15 hour. Yields the product NC(C(=O)OCC)(CC)CC (ethyl 2-amino-2-ethylbutanoate). The yield is 91.6%. Reaction SMILES: C1(C(=[N:14][C:15]([CH2:23][CH3:24])([CH2:21][CH3:22])[C:16]([O:18][CH2:19][CH3:20])=[O:17])C2C=CC=CC=2)C=CC=CC=1.Cl>C(OCC)C.C([O-])(O)=O.[Na+]>[NH2:14][C:15]([CH2:21][CH3:22])([CH2:23][CH3:24])[C:16]([O:18][CH2:19][CH3:20])=[O:17] |f:3.4|. Procedure: A solution of ethyl 2-[(diphenylmethylene)amino]-2-ethylbutanoate (20.79 g, 64.3 mmol), prepared in the previous step, in 200 mL of diethyl ether was cooled under nitrogen to ice-bath temperature. 1 N HCl (96 mL, 96.0 mmol) was added dropwise over 45 min. After the addition, the ice-bath was removed and the stirring continued for 15 h. The diethyl ether layer was separated and the aqueous layer was extracted two times with 50 mL of methylene chloride. The methylene chloride extracts were extract... Reactants: CC(=O)OC(C)=O, CS(C)=O, [NH4+], [OH-], O, CC(O)C1CCSc2[nH]c3ccccc3c21. Yields the product CC(=O)C1CCSc2[nH]c3ccccc3c21. RXN SMILES: [CH3:17][C:18]([O:19][C:20](=[O:21])[CH3:22])=[O:23].[CH3:27][S:28]([CH3:29])=[O:30].[NH4+:25].[OH-:26].[OH2:24].[OH:1][CH:2]([CH3:3])[CH:4]1[CH2:5][CH2:6][S:7][c:8]2[nH:9][c:10]3[cH:11][cH:12][cH:13][cH:14][c:15]3[c:16]21>>[O:1]=[C:2]([CH3:3])[CH:4]1[CH2:5][CH2:6][S:7][c:8]2[nH:9][c:10]3[cH:11][cH:12][cH:13][cH:14][c:15]3[c:16]21. Starting materials: CS(=O)(=O)OCCOC1CCCCCCC1, CN(C)C=O, [H-], [Na+], O, CC(=O)c1ccc(S)cc1. Yields the product CC(=O)c1ccc(SCCOC2CCCCCCC2)cc1. RXN SMILES: [CH3:13][S:14]([O:15][CH2:18][CH2:19][O:20][CH:21]1[CH2:22][CH2:23][CH2:24][CH2:25][CH2:26][CH2:27][CH2:28]1)(=[O:16])=[O:17].[CH3:29][N:30]([CH3:31])[CH:32]=[O:33].[H-:11].[Na+:12].[OH2:34].[SH:1][c:2]1[cH:3][cH:4][c:5]([C:8]([CH3:9])=[O:10])[cH:6][cH:7]1>>[S:1]([c:2]1[cH:3][cH:4][c:5]([C:8]([CH3:9])=[O:10])[cH:6][cH:7]1)[CH2:18][CH2:19][O:20][CH:21]1[CH2:22][CH2:23][CH2:24][CH2:25][CH2:26][CH2:27][CH2:28]1. Starting materials: 40, C1(=CC=CC=C1)CO[C@@H]1CNCC[C@@H]1NC(C1=CC=CC=C1)=O (cis-N-[3-(phenylmethoxy)-4-piperidinyl]benzamide), O1CCCC1 (tetrahydrofuran), [OH-].[Na+] (sodium hydroxide), O1CCCC1 (tetrahydrofuran), 15.4. Run in ClCCl (Dichloromethane). Run at time 3 hour. The product is 30.2, C(C1=CC=CC=C1)(=O)N[C@@H]1[C@@H](CN(CC1)C(=O)OCC)OCC1=CC=CC=C1 (cis-ethyl 4-(benzoylamino)-3-(phenylmethoxy)-1-piperidinecarboxylate). RXN SMILES: [C:1]1([CH2:7][O:8][C@H:9]2[C@@H:14]([NH:15][C:16](=[O:23])[C:17]3[CH:22]=[CH:21][CH:20]=[CH:19][CH:18]=3)[CH2:13][CH2:12][NH:11][CH2:10]2)[CH:6]=[CH:5][CH:4]=[CH:3][CH:2]=1.[O:24]1[CH2:28][CH2:27]C[CH2:25]1.[OH-:29].[Na+]>ClCCl>[C:16]([NH:15][C@H:14]1[CH2:13][CH2:12][N:11]([C:25]([O:24][CH2:28][CH3:27])=[O:29])[CH2:10][C@H:9]1[O:8][CH2:7][C:1]1[CH:2]=[CH:3][CH:4]=[CH:5][CH:6]=1)(=[O:23])[C:17]1[CH:18]=[CH:19][CH:20]=[CH:21][CH:22]=1 |f:2.3|. Procedure: To a stirred solution of 40 parts of cis-N-[3-(phenylmethoxy)-4-piperidinyl]benzamide in 153 parts of tetrahydrofuran were added 323 parts of a sodium hydroxide solution 1N. Then there was added dropwise a solution of 15.4 parts of ethyl crbonochloridate in 58 parts of tetrahydrofuran at a temperature below 5° C. Upon completion, stirring was continued for 3 hours while cooling in an ice-bath (temp. below 5° C.) Dichloromethane was added and the layers were separated. The aqueous phase was extra... The reactants are NC=1C=C(C=CC1)C(C)=O (m-aminoacetophenone), C(C)(C)(CC)C1=C(OCC(=O)Cl)C=CC(=C1)C(C)(C)CC (α-(2,4-di-tert-amylphenoxy)acetyl chloride). Run in N1=CC=CC=C1 (pyridine). Yields the product C(C)(C)(CC)C1=C(OCC(=O)NC=2C=C(C=CC2)C(C)=O)C=CC(=C1)C(C)(C)CC (N-α -(2,4-di-tert-amylphenoxy)acetyl-m-aminoacetophenone). RXN SMILES: [NH2:1][C:2]1[CH:3]=[C:4]([C:8](=[O:10])[CH3:9])[CH:5]=[CH:6][CH:7]=1.[C:11]([C:16]1[CH:26]=[C:25]([C:27]([CH2:30][CH3:31])([CH3:29])[CH3:28])[CH:24]=[CH:23][C:17]=1[O:18][CH2:19][C:20](Cl)=[O:21])([CH2:14][CH3:15])([CH3:13])[CH3:12]>N1C=CC=CC=1>[C:11]([C:16]1[CH:26]=[C:25]([C:27]([CH2:30][CH3:31])([CH3:29])[CH3:28])[CH:24]=[CH:23][C:17]=1[O:18][CH2:19][C:20]([NH:1][C:2]1[CH:3]=[C:4]([C:8](=[O:10])[CH3:9])[CH:5]=[CH:6][CH:7]=1)=[O:21])([CH2:14][CH3:15])([CH3:13])[CH3:12]. Procedure: 40 grams (0.1 mol) of N-α -(2,4-di-tert-amylphenoxy)acetyl-m-aminoacetophenone (m.p.:135° C), obtained by the reaction between m-aminoacetophenone and α-(2,4-di-tert-amylphenoxy)acetyl chloride in pyridine, was dissolved in 200 ml of anhydrous ethyl ether (placed in a three-necked flask), and 0.5 g of anhydrous aluminum chloride powder was added to this solution followed by ice-cooling (about 0°-5° C.) under stirring. 16 grams (0.1 mol) of bromine was added dropwise to this mixture. After the co... The reactants are NC1=CC(=C(C=C1)C(=O)N1CCN(CC1)C1=C(C=C(C=C1)C)C)N1CCCC1 ([4-amino-2-(pyrrolidin-1-yl)phenyl][4-(2,4-dimethylphenyl)piperazin-1-yl]methanone), ClCCCS(=O)(=O)Cl (3-chloropropane-1-sulfonyl chloride). The product is CC1=C(C=CC(=C1)C)N1CCN(CC1)C(=O)C1=C(C=C(C=C1)N1S(CCC1)(=O)=O)N1CCCC1 ([4-(2,4-dimethylphenyl)piperazin-1-yl][4-(1,1-dioxo-1λ6-isothiazolidin-2-yl)-2-(pyrrolidin-1-yl)phenyl]methanone). Reaction SMILES: [NH2:1][C:2]1[CH:7]=[CH:6][C:5]([C:8]([N:10]2[CH2:15][CH2:14][N:13]([C:16]3[CH:21]=[CH:20][C:19]([CH3:22])=[CH:18][C:17]=3[CH3:23])[CH2:12][CH2:11]2)=[O:9])=[C:4]([N:24]2[CH2:28][CH2:27][CH2:26][CH2:25]2)[CH:3]=1.Cl[CH2:30][CH2:31][CH2:32][S:33](Cl)(=[O:35])=[O:34]>>[CH3:23][C:17]1[CH:18]=[C:19]([CH3:22])[CH:20]=[CH:21][C:16]=1[N:13]1[CH2:12][CH2:11][N:10]([C:8]([C:5]2[CH:6]=[CH:7][C:2]([N:1]3[CH2:30][CH2:31][CH2:32][S:33]3(=[O:35])=[O:34])=[CH:3][C:4]=2[N:24]2[CH2:25][CH2:26][CH2:27][CH2:28]2)=[O:9])[CH2:15][CH2:14]1. Reported procedure: Using [4-amino-2-(pyrrolidin-1-yl)phenyl][4-(2,4-dimethylphenyl)piperazin-1-yl]methanone (268 mg) described in Preparation Example 152 and 3-chloropropane-1-sulfonyl chloride (0.11 mL) and by the reaction and treatment in the same manner as in Example 78, the title compound (31 mg) was obtained.